From a dataset of the Open Reaction Database (ORD), a public repository of structured organic reaction records. describe an organic reaction: reactants, conditions, products, and yield The reactants are O=C([O-])C1(c2cncc(Br)c2)CC1, O=C([O-])[O-], CC1(C)OB(c2ccc(C#N)c(Cl)c2)OC1(C)C, [K+], [Na+], [Na+], CN(C)C=O. Product: N#Cc1ccc(-c2cncc(C3(C(=O)O)CC3)c2)cc1Cl. Reaction SMILES: [Br:1][c:2]1[cH:3][c:4]([C:8]2([C:11](=[O:12])[O-:13])[CH2:9][CH2:10]2)[cH:5][n:6][cH:7]1.[C:33](=[O:34])([O-:35])[O-:36].[Cl:15][c:16]1[c:17]([C:18]#[N:19])[cH:20][cH:21][c:22]([B:24]2[O:25][C:26]([CH3:27])([CH3:28])[C:29]([CH3:30])([CH3:31])[O:32]2)[cH:23]1.[K+:14].[Na+:37].[Na+:38].[O:39]=[CH:40][N:41]([CH3:42])[CH3:43]>>[c:2]1(-[c:22]2[cH:21][cH:20][c:17]([C:18]#[N:19])[c:16]([Cl:15])[cH:23]2)[cH:3][c:4]([C:8]2([C:11](=[O:12])[OH:13])[CH2:9][CH2:10]2)[cH:5][n:6][cH:7]1.